From a dataset of the Open Reaction Database (ORD), a public repository of structured organic reaction records. describe an organic reaction: reactants, conditions, products, and yield The reactants are CC(C)(C)c1ccc(NC(=O)c2cccnc2Nc2ccc3cn[nH]c3c2)cc1[N+](=O)[O-], CCO. The product is CC(C)(C)c1ccc(NC(=O)c2cccnc2Nc2ccc3cn[nH]c3c2)cc1N. Reaction SMILES: [C:1]([CH3:2])([CH3:3])([CH3:4])[c:5]1[c:6]([N+:30]([O-:31])=[O:32])[cH:7][c:8]([NH:11][C:12]([c:13]2[c:14]([NH:19][c:20]3[cH:21][cH:22][c:23]4[cH:24][n:25][nH:26][c:27]4[cH:28]3)[n:15][cH:16][cH:17][cH:18]2)=[O:29])[cH:9][cH:10]1.[CH3:33][CH2:34][OH:35]>>[C:1]([CH3:2])([CH3:3])([CH3:4])[c:5]1[c:6]([NH2:30])[cH:7][c:8]([NH:11][C:12]([c:13]2[c:14]([NH:19][c:20]3[cH:21][cH:22][c:23]4[cH:24][n:25][nH:26][c:27]4[cH:28]3)[n:15][cH:16][cH:17][cH:18]2)=[O:29])[cH:9][cH:10]1. Reported procedure: 1-(2-Toluoylmethyl) -2-oxo-3-tert-butoxycarbonylamino-5-pivaloyl-8-methyl-1,3,4,5-tetrahydro-2H-1,5-benzodiazepine (1.00 g) was suspended in 4N HCl-dioxane (10 ml), the suspension was stirred at 50° C. for one hour. The reaction mixture was concentrated under reduced pressure, the residue was dissolved in water, the solution was washed with diethyl ether, alkaline with saturated aqueous sodium bicarbonate, and extracted with methylene chloride. The organic layer was dried over anhydrous sodium s... The yield is 67.0%. Starting materials: C=1(C(=CC=CC1)C(=O)CN1C(C(CN(C2=C1C=C(C=C2)C)C(C(C)(C)C)=O)NC(=O)OC(C)(C)C)=O)C (1-(2-Toluoylmethyl) -2-oxo-3-tert-butoxycarbonylamino-5-pivaloyl-8-methyl-1,3,4,5-tetrahydro-2H-1,5-benzodiazepine). Run in Cl.O1CCOCC1 (HCl dioxane). RXN SMILES: [C:1]1([CH3:37])[C:2]([C:7]([CH2:9][N:10]2[C:16]3[CH:17]=[C:18]([CH3:21])[CH:19]=[CH:20][C:15]=3[N:14]([C:22](=[O:27])[C:23]([CH3:26])([CH3:25])[CH3:24])[CH2:13][CH:12]([NH:28]C(OC(C)(C)C)=O)[C:11]2=[O:36])=[O:8])=[CH:3][CH:4]=[CH:5][CH:6]=1>Cl.O1CCOCC1>[C:1]1([CH3:37])[C:2]([C:7]([CH2:9][N:10]2[C:16]3[CH:17]=[C:18]([CH3:21])[CH:19]=[CH:20][C:15]=3[N:14]([C:22](=[O:27])[C:23]([CH3:24])([CH3:25])[CH3:26])[CH2:13][CH:12]([NH2:28])[C:11]2=[O:36])=[O:8])=[CH:3][CH:4]=[CH:5][CH:6]=1 |f:1.2|. Product: C=1(C(=CC=CC1)C(=O)CN1C(C(CN(C2=C1C=C(C=C2)C)C(C(C)(C)C)=O)N)=O)C (1-(2-toluoylmethyl)-2-oxo-3-amino-5-pivaloyl-8-methyl-1,3,4,5-tetrahydro-2H-1,5-benzodiazepine). Reaction conditions: temperature 50 celsius, time 1 hour. The reactants are S1CCC(CC1)C1=C(C=C(C=C1F)N1C(O[C@@H](C1)CCO)=O)F ((5R)-3-[4-(Tetrahydro-2H-thiopyran-4-yl)-3,5-difluorophenyl]-5-[(hydroxymethyl)methyl]oxazolidin-2-one), S1CCC(CC1)C1=C(C=C(C=C1F)N1C(O[C@@H](C1)CCO)=O)F ((5R)-3-[4-(Tetrahydro-2H-thiopyran-4-yl)-3,5-difluorophenyl]-5-[(hydroxymethyl)methyl]oxazolidin-2-one), C1(=CC=CC=C1)P(C1=CC=CC=C1)C1=CC=CC=C1 (triphenylphosphine), CC1=NN=NN1 (5-methyl tetrazole), CC(C)OC(=O)/N=N/C(=O)OC(C)C (diisopropylazodicarboxylate). Run in C(C)(=O)OCC (ethyl acetate), CO (methanol), hexanes, ClCCl (dichloromethane). The product is S1CCC(CC1)C1=C(C=C(C=C1F)N1C(O[C@H](C1)CN1N=C(N=N1)C)=O)F ((5R)-3-[4-(Tetrahydro-2H-thiopyran-4-yl)-3,5-difluorophenyl]-5-[(5-methyl-2H-tetrazol-2-yl)methyl]oxazolidin-2-one). Isolated yield 52.1%. As a reaction SMILES: [S:1]1[CH2:6][CH2:5][CH:4]([C:7]2[C:12]([F:13])=[CH:11][C:10]([N:14]3[CH2:18][C@@H:17]([CH2:19]CO)[O:16][C:15]3=[O:22])=[CH:9][C:8]=2[F:23])[CH2:3][CH2:2]1.C1(P(C2C=CC=CC=2)C2C=CC=CC=2)C=CC=CC=1.[CH3:43][C:44]1[NH:48][N:47]=[N:46][N:45]=1.CC(OC(/N=N/C(OC(C)C)=O)=O)C>ClCCl.C(OCC)(=O)C.CO>[S:1]1[CH2:6][CH2:5][CH:4]([C:7]2[C:12]([F:13])=[CH:11][C:10]([N:14]3[CH2:18][C@H:17]([CH2:19][N:46]4[N:47]=[N:48][C:44]([CH3:43])=[N:45]4)[O:16][C:15]3=[O:22])=[CH:9][C:8]=2[F:23])[CH2:3][CH2:2]1. Procedure: (5R)-3-[4-(Tetrahydro-2H-thiopyran-4-yl)-3,5-difluorophenyl]-5-[(hydroxymethyl)methyl]oxazolidin-2-one (Intermediate 47) (0.66 g, 2 mmol), triphenylphosphine (0.786 g, 3 mmol), 5-methyl tetrazole (0.303 g, 3.6 mmol) and diisopropylazodicarboxylate (0.59 ml, 3 mmol) were reacted as described for Example 28. Chromatography on silica gel with 0.2-0.5% methanol in dichloromethane followed by 40% ethyl acetate in hexanes gave the title product (0.412 g). The reactants are [OH-].[Ca+2].[OH-] (calcium hydroxide), [N+](=O)(O)[O-] (nitric acid), [N+](=O)(O)[O-] (nitric acid), [N+](=O)(O)[O-] (nitric acid), S(=O)([O-])[O-].[Ca+2] (calcium sulfite), S(=O)(=O)([O-])[O-].[Ca+2] (calcium sulfate), [OH-].[Ca+2].[OH-] (calcium hydroxide). The product is [N+](=O)([O-])[O-].[Ca+2].[N+](=O)([O-])[O-] (calcium nitrate). As a reaction SMILES: [N+:1]([O-:4])([OH:3])=[O:2].S([O-])([O-])=O.[Ca+2:9].S([O-])([O-])(=O)=O.[Ca+2].[OH-].[Ca+2].[OH-]>>[N+:1]([O-:4])([O-:3])=[O:2].[Ca+2:9].[N+:1]([O-:4])([O-:3])=[O:2] |f:1.2,3.4,5.6.7,8.9.10|. Reported procedure: In a second embodiment of the present invention, no wet scrubbing of the sulfur dioxide from the combustion gas stream is effected but rather removal of sulfur dioxide by dry calcium hydroxide injection is carried out, and the combustion gas stream substantially humidified prior to such treatment. As illustrated in FIG. 2, a combustion gas stream, containing sulfur dioxide and nitrogen oxides, is passed through a line 20 while water is injected into the gas stream through line 21 to substantiall...